The task is: describe an organic reaction: reactants, conditions, products, and yield. This data is from the Open Reaction Database (ORD), a public repository of structured organic reaction records. The reactants are FC1=C(N)C(=CC=C1)F (2,6-difluoroaniline), C(#N)C(C(=O)NC(=O)OCC)=COCC (α-cyano-β-ethoxy-N-ethoxycarbonylacrylamide). Solvent: C(C)O (ethanol), C(C)O (ethanol). Product: C(#N)C(C(=O)NC(=O)OCC)=CNC1=C(C=CC=C1F)F (α-cyano-β-(2,6-difluoroanilino)-N-ethoxycarbonylacrylamide), solid. RXN SMILES: [C:1]([C:3](=[CH:12]OCC)[C:4]([NH:6][C:7]([O:9][CH2:10][CH3:11])=[O:8])=[O:5])#[N:2].[F:16][C:17]1[CH:23]=[CH:22][CH:21]=[C:20]([F:24])[C:18]=1[NH2:19]>C(O)C>[C:1]([C:3](=[CH:12][NH:19][C:18]1[C:17]([F:16])=[CH:23][CH:22]=[CH:21][C:20]=1[F:24])[C:4]([NH:6][C:7]([O:9][CH2:10][CH3:11])=[O:8])=[O:5])#[N:2]. Procedure: To 10.0 g of α-cyano-β-ethoxy-N-ethoxycarbonylacrylamide dissolved in about 40 ml of hot ethanol is added 6.45 g of 2,6-difluoroaniline in 15 ml of ethanol. The reaction mixture is stirred at reflux for about 6 hours, cooled and filtered to yield α-cyano-β-(2,6-difluoroanilino)-N-ethoxycarbonylacrylamide, white solid (12.61 g), which is added to 60 ml of tetralin and heated at reflux for 5 hours. The mixture is allowed to cool, filtered and washed with ether to yield 10.21 g of 5-cyano-1-(2,6-di...